This data is from the Open Reaction Database (ORD), a public repository of structured organic reaction records. The task is: describe an organic reaction: reactants, conditions, products, and yield Reactants: C(C)OC1=C2C(=C(C=3C(N(C(C13)=O)C1=C(C=C(C=C1F)CC(=O)OCC)F)=O)OCC)C=CC=C2 (ethyl {4-[4,9-bis(ethyloxy)-1,3-dioxo-1,3-dihydro-2H-benzo[f]isoindol-2-yl]-3,5-difluorophenyl}acetate), [BH4-].[Na+] (sodium borohydride), [BH4-].[Na+] (sodium borohydride). Solvent: C1CCOC1 (THF), CO (methanol). Conditions: time 15 minute. Product: C(C)OC1=C2C(=C(C=3C(N(C(C13)=O)C1=C(C=C(C=C1F)CC(=O)OCC)F)O)OCC)C=CC=C2 (Ethyl {4-[4,9-bis(ethyloxy)-1-hydroxy-3-oxo-1,3-dihydro-2H-benzo[f]isoindol-2-yl]-3,5-difluorophenyl}acetate). Yield: 98.0%. As a reaction SMILES: [CH2:1]([O:3][C:4]1[C:12]2[C:11](=[O:13])[N:10]([C:14]3[C:19]([F:20])=[CH:18][C:17]([CH2:21][C:22]([O:24][CH2:25][CH3:26])=[O:23])=[CH:16][C:15]=3[F:27])[C:9](=[O:28])[C:8]=2[C:7]([O:29][CH2:30][CH3:31])=[C:6]2[CH:32]=[CH:33][CH:34]=[CH:35][C:5]=12)[CH3:2].[BH4-].[Na+]>C1COCC1.CO>[CH2:30]([O:29][C:7]1[C:8]2[C:9](=[O:28])[N:10]([C:14]3[C:15]([F:27])=[CH:16][C:17]([CH2:21][C:22]([O:24][CH2:25][CH3:26])=[O:23])=[CH:18][C:19]=3[F:20])[CH:11]([OH:13])[C:12]=2[C:4]([O:3][CH2:1][CH3:2])=[C:5]2[CH:35]=[CH:34][CH:33]=[CH:32][C:6]=12)[CH3:31] |f:1.2|. Procedure: To a stirred solution of ethyl {4-[4,9-bis(ethyloxy)-1,3-dioxo-1,3-dihydro-2H-benzo[f]isoindol-2-yl]-3,5-difluorophenyl}acetate (0.240 g, 0.50 mmol) in THF (10 ml) and methanol (5 ml) was added sodium borohydride (0.019 g, 0.50 mmol) slowly under an argon atmosphere. This was stirred at room temperature for 15 minutes, and then a further 0.057 g (1.50 mmol) of sodium borohydride was added to drive the reaction to completion. After 1.5 hours the reaction was evaporated and quenched with an aqueou...